From a dataset of the Open Reaction Database (ORD), a public repository of structured organic reaction records. describe an organic reaction: reactants, conditions, products, and yield Starting materials: ClN1C(CCC1=O)=O (N-Chlorosuccinimide), C(C)(=O)O (acetic acid), C(C1=CC=CC=C1)(=O)OOC(C1=CC=CC=C1)=O (benzoyl peroxide), FC1=NC=CC(=C1)C (2-fluoro-4-picoline). Run in C(C)#N (acetonitrile), O (water). Product: ClCC1=CC(=NC=C1)F (4-Chloromethyl-2-fluoropyridine). RXN SMILES: [Cl:1]N1C(=O)CCC1=O.C(O)(=O)C.C(OOC(=O)C1C=CC=CC=1)(=O)C1C=CC=CC=1.[F:31][C:32]1[CH:37]=[C:36]([CH3:38])[CH:35]=[CH:34][N:33]=1>C(#N)C.O>[Cl:1][CH2:38][C:36]1[CH:35]=[CH:34][N:33]=[C:32]([F:31])[CH:37]=1. Procedure: N-Chlorosuccinimide (8.8 g, 66 mmol), acetic acid (0.15 mL) and benzoyl peroxide (220 mg, 0.91 mmol) were added to a solution of 2-fluoro-4-picoline (5.0 g, 45 mmol) in acetonitrile (25 mL) at room temperature, and the mixture was refluxed for 2 hours. The reaction mixture was cooled to room temperature, water (200 mL) was added thereto, and then the mixture was extracted with ethyl acetate (300 mL). The organic layer was washed with brine (200 mL) and dried over anhydrous magnesium sulfate. The... Starting materials: [Li+].CC(C)[N-]C(C)C (LDA), C(=O)=O.CC(=O)C (dry ice acetone), COC(=O)C1(CC1)C(F)(F)F (1-trifluoromethyl-cyclopropane-1-carboxylic acid methyl ester), C(C)#N (acetonitrile). The solvent is C1CCOC1 (THF), C1CCOC1 (THF). Reaction conditions: temperature 22 celsius. The product is O=C(CC#N)C1(CC1)C(F)(F)F (3-Oxo-3-(1-trifluoromethyl-cyclopropyl)-propionitrile). The yield is 97.0%. Reaction SMILES: [Li+].[CH3:2][CH:3]([N-:5]C(C)C)C.C(=O)=O.CC(C)=O.C[O:17][C:18]([C:20]1([C:23]([F:26])([F:25])[F:24])[CH2:22][CH2:21]1)=O.C(#N)C>C1COCC1>[O:17]=[C:18]([C:20]1([C:23]([F:26])([F:25])[F:24])[CH2:22][CH2:21]1)[CH2:2][C:3]#[N:5] |f:0.1,2.3|. Procedure details: Add 2 M LDA solution in THF (19.15 mL, 38.3 mmol) to a dry ice-acetone cooled solution of 1-trifluoromethyl-cyclopropane-1-carboxylic acid methyl ester (2.93 g, 17.4 mmol) and acetonitrile (1.43 g mL, 34.8 mmol) in THF (30 mL). Stir reaction mixture at −70° C. for 1.5 hours and then allow to warm to 22° C. for 2 hours. Concentrate, add hexanes, and filter to give a yellow solid. Wash with hexanes and treat with diethyl ether (250 mL) then 2 N HCl (150 mL). Extract aq. layer with diethyl ether (4... The reactants are CO, Cl, N#CO[K], Cc1nc(N(C)c2ccc(N)cc2)c2ccccc2n1, O. Yields the product Cc1nc(N(C)c2ccc(NC(N)=O)cc2)c2ccccc2n1. RXN SMILES: [CH3:25][OH:26].[ClH:27].[K:21][O:22][C:23]#[N:24].[NH2:1][c:2]1[cH:3][cH:4][c:5]([N:8]([CH3:9])[c:10]2[n:11][c:12]([CH3:20])[n:13][c:14]3[cH:15][cH:16][cH:17][cH:18][c:19]23)[cH:6][cH:7]1.[OH2:28]>>[NH:1]([c:2]1[cH:3][cH:4][c:5]([N:8]([CH3:9])[c:10]2[n:11][c:12]([CH3:20])[n:13][c:14]3[cH:15][cH:16][cH:17][cH:18][c:19]23)[cH:6][cH:7]1)[C:23](=[O:22])[NH2:24]. Reactants: ClC=1C=C(C[C@H](C(=O)O)CC[C@@H](C(=O)O)CC2=CC=C(C=C2)OC)C=CC1 ((2R,5R)-2-(3-Chlorobenzyl)-5-(4-methoxybenzyl)hexanedioic acid), Cl.N1=CC=CC=C1 (pyridine hydrochloride). The solvent is O (water). Run at temperature 160 celsius, time 10 minute. Product: ClC=1C=C(C[C@H](C(=O)O)CC[C@@H](C(=O)O)CC2=CC=C(C=C2)O)C=CC1 ((2R,5R)-2-(3-chlorobenzyl)-5-(4-hydroxybenzyl)hexanedioic acid). The yield is 60.7%. As a reaction SMILES: [Cl:1][C:2]1[CH:3]=[C:4]([CH:25]=[CH:26][CH:27]=1)[CH2:5][C@@H:6]([CH2:10][CH2:11][C@H:12]([CH2:16][C:17]1[CH:22]=[CH:21][C:20]([O:23]C)=[CH:19][CH:18]=1)[C:13]([OH:15])=[O:14])[C:7]([OH:9])=[O:8].Cl.N1C=CC=CC=1>O>[Cl:1][C:2]1[CH:3]=[C:4]([CH:25]=[CH:26][CH:27]=1)[CH2:5][C@@H:6]([CH2:10][CH2:11][C@H:12]([CH2:16][C:17]1[CH:18]=[CH:19][C:20]([OH:23])=[CH:21][CH:22]=1)[C:13]([OH:15])=[O:14])[C:7]([OH:9])=[O:8] |f:1.2|. Procedure details: To a round bottom flask was added (2R,5R)-2-(3-Chlorobenzyl)-5-(4-methoxybenzyl)hexanedioic acid (24 mg, 0.061 mmol) and pyridine hydrochloride (71 mg, 0.61 mmol). The reaction was stirred at 160° C. for 10 min. After cooling to rt, the reaction was diluted with water and extracted with EtOAc (2×5 mL). The combined EtOAc extracts were concentrated in vacuum. The resulting residue was purified using RP prep-HPLC (Method B) to give (2R,5R)-2-(3-chlorobenzyl)-5-(4-hydroxybenzyl)hexanedioic acid (14... Starting materials: CC(=O)OC(C)=O, ClC(Cl)Cl, CCc1cc(-c2ccccc2)ccc1O, c1ccncc1. Product: CCc1cc(-c2ccccc2)ccc1OC(C)=O. As a reaction SMILES: [CH3:1][C:2](=[O:3])[O:4][C:5](=[O:6])[CH3:7].[CH:29]([Cl:30])([Cl:31])[Cl:32].[OH:8][c:9]1[c:10]([CH2:21][CH3:22])[cH:11][c:12](-[c:15]2[cH:16][cH:17][cH:18][cH:19][cH:20]2)[cH:13][cH:14]1.[cH:23]1[cH:24][cH:25][n:26][cH:27][cH:28]1>>[CH3:1][C:2](=[O:3])[O:8][c:9]1[c:10]([CH2:21][CH3:22])[cH:11][c:12](-[c:15]2[cH:16][cH:17][cH:18][cH:19][cH:20]2)[cH:13][cH:14]1. The reactants are OC1=CC=C(C=O)C=C1 (p-hydroxybenzaldehyde), C1(=CC=CC=C1)C (toluene), Cl (hydrochloric acid), ClC(=O)OCCCCCCCC (octyl chloroformate). The solvent is N1=CC=CC=C1 (pyridine). Run at time 8 hour. The product is raw product, C(CCCCCCC)OC(=O)OC1=CC=C(C=O)C=C1 (p-octyloxycarbonyloxybenzaldehyde). Isolated yield 65.8%. As a reaction SMILES: [OH:1][C:2]1[CH:9]=[CH:8][C:5]([CH:6]=[O:7])=[CH:4][CH:3]=1.Cl[C:11]([O:13][CH2:14][CH2:15][CH2:16][CH2:17][CH2:18][CH2:19][CH2:20][CH3:21])=[O:12].C1(C)C=CC=CC=1.Cl>N1C=CC=CC=1>[CH2:14]([O:13][C:11]([O:1][C:2]1[CH:9]=[CH:8][C:5]([CH:6]=[O:7])=[CH:4][CH:3]=1)=[O:12])[CH2:15][CH2:16][CH2:17][CH2:18][CH2:19][CH2:20][CH3:21]. Procedure details: Commercially available p-hydroxybenzaldehyde (50 g) was dissolved in pyridine (400 ml), followed by dropwise adding octyl chloroformate (85 g) under ice cooling, heating on a water bath, allowing the reaction mixture to stand overnight, adding toluene (300 ml) and 6N hydrochloric acid, separating the liquid layer, further washing with an aqueous solution of 2N NaOH, washing with water, drying and distilling off toluene to obtain a raw product of p-octyloxycarbonyloxybenzaldehyde (75 g). The reactants are C(/C1=CC=CC=C1)=C\1/N=C(NC1=O)C1=C(C=CC(=C1)F)F ((Z)-4-benzylidene-2-(2,5-difluorophenyl)-1H-imidazol-5(4H)-one), ClC=1C=C(C=CC1)/C=C/C=O ((E)-3-(3-chlorophenyl)acrylaldehyde). Yields the product ClC=1C=C(CC2C(C3=C(NC(=N3)C3=C(C=CC(=C3)F)F)OC2=O)C2=CC=CC=C2)C=CC1 (6-(3-chlorobenzyl)-2-(2,5-difluorophenyl)-7-phenyl-6,7-dihydropyrano[2,3-d]imidazol-5(3H)-one). Yield: 46.0%. RXN SMILES: [CH:1](=[C:8]1/[N:9]=[C:10]([C:14]2[CH:19]=[C:18]([F:20])[CH:17]=[CH:16][C:15]=2[F:21])[NH:11][C:12]/1=[O:13])/[C:2]1[CH:7]=[CH:6][CH:5]=[CH:4][CH:3]=1.[Cl:22][C:23]1[CH:24]=[C:25](/[CH:29]=[CH:30]/[CH:31]=[O:32])[CH:26]=[CH:27][CH:28]=1>>[Cl:22][C:23]1[CH:24]=[C:25]([CH:26]=[CH:27][CH:28]=1)[CH2:29][CH:30]1[C:31](=[O:32])[O:13][C:12]2[NH:11][C:10]([C:14]3[CH:19]=[C:18]([F:20])[CH:17]=[CH:16][C:15]=3[F:21])=[N:9][C:8]=2[CH:1]1[C:2]1[CH:3]=[CH:4][CH:5]=[CH:6][CH:7]=1. Reported procedure: Prepared according to the general procedure using (Z)-4-benzylidene-2-(2,5-difluorophenyl)-1H-imidazol-5(4H)-one and (E)-3-(3-chlorophenyl)acrylaldehyde. The unpurified residue was purified by flash chromatography using 15% EtOAc/hexanes to afford 13 as a white solid (62 mg, 46%). Analytical data for 13: 1H NMR (500 MHz, CDCl3) δ 9.41 (s, 1H), 7.88 (ddd, J=9.1, 6.0, 3.2 Hz, 1H), 7.40-7.29 (m, 3H), 7.31-7.22 (m, 2H), 7.10-7.02 (m, 2H), 7.02-6.93 (m, 4H), 4.09 (d, J=6.8 Hz, 1H), 3.58 (ddd, J=9.8, ... Starting materials: ( 2 ), COC=1C=CC=2C=C3C=4C=C5C(=CC4CC[N+]3=CC2C1OC)OCO5 (berberine), C=1C2=C(C=C(C1O)O)OC=3C=C(C(=C(C3C2=O)O)O[C@H]4[C@@H]([C@H]([C@@H]([C@H](O4)CO)O)O)O)O.[Na] (mangiferin monosodium), [K] (monopotassium). Yields the product C=1C2=C(C=C(C1O)O)OC=3C=C(C(=C(C3C2=O)O)O[C@H]4[C@@H]([C@H]([C@@H]([C@H](O4)CO)O)O)O)O.COC=1C=CC=2C=C3C=4C=C5C(=CC4CC[N+]3=CC2C1OC)OCO5 (mangiferin berberine). Reaction SMILES: [CH:1]1[C:2]2[C:16](=[O:17])[C:15]3[C:14]([OH:18])=[C:13]([O:19][C@@H:20]4[O:25][C@H:24]([CH2:26][OH:27])[C@@H:23]([OH:28])[C@H:22]([OH:29])[C@H:21]4[OH:30])[C:12]([OH:31])=[CH:11][C:10]=3[O:9][C:3]=2[CH:4]=[C:5]([OH:8])[C:6]=1[OH:7].[Na].[K].[CH3:34][O:35][C:36]1[CH:37]=[CH:38][C:39]2[CH:40]=[C:41]3[N+:50](=[CH:51][C:52]=2[C:53]=1[O:54][CH3:55])[CH2:49][CH2:48][C:47]1[CH:46]=[C:45]2[O:56][CH2:57][O:58][C:44]2=[CH:43][C:42]3=1>>[CH:1]1[C:2]2[C:16](=[O:17])[C:15]3[C:14]([OH:18])=[C:13]([O:19][C@@H:20]4[O:25][C@H:24]([CH2:26][OH:27])[C@@H:23]([OH:28])[C@H:22]([OH:29])[C@H:21]4[OH:30])[C:12]([OH:31])=[CH:11][C:10]=3[O:9][C:3]=2[CH:4]=[C:5]([OH:8])[C:6]=1[OH:7].[CH3:34][O:35][C:36]1[CH:37]=[CH:38][C:39]2[CH:40]=[C:41]3[N+:50](=[CH:51][C:52]=2[C:53]=1[O:54][CH3:55])[CH2:49][CH2:48][C:47]1[CH:46]=[C:45]2[O:56][CH2:57][O:58][C:44]2=[CH:43][C:42]3=1 |f:0.1,4.5,^1:31,32|. Reported procedure: {circle around (2)} mangiferin monosodium (or monopotassium) salt is reacted with berberine, to produce mangiferin-berberine salt. RXN SMILES: [C:1]([CH3:2])([CH3:3])([CH3:4])[N:5]1[S:6](=[O:35])(=[O:36])[C:7]([c:11]2[cH:12][cH:13][c:14]([CH2:17][CH:18]([C:19]#[N:20])[NH:21][S:22](=[O:23])(=[O:24])[c:25]3[cH:26][c:27]([C:31]([F:32])([F:33])[F:34])[cH:28][cH:29][cH:30]3)[cH:15][cH:16]2)=[CH:8][C:9]1=[O:10].[CH2:41]([Cl:42])[Cl:43].[CH3:37][CH2:38][OH:39].[ClH:40]>>[C:1]([CH3:2])([CH3:3])([CH3:4])[N:5]1[S:6](=[O:35])(=[O:36])[C:7]([c:11]2[cH:12][cH:13][c:14]([CH2:17][CH:18]([C:19](=[NH:20])[O:39][CH2:38][CH3:37])[NH:21][S:22](=[O:23])(=[O:24])[c:25]3[cH:26][c:27]([C:31]([F:32])([F:33])[F:34])[cH:28][cH:29][cH:30]3)[cH:15][cH:16]2)=[CH:8][C:9]1=[O:10].[ClH:40]. Yields the product CCOC(=N)C(Cc1ccc(C2=CC(=O)N(C(C)(C)C)S2(=O)=O)cc1)NS(=O)(=O)c1cccc(C(F)(F)F)c1, Cl. Starting materials: CC(C)(C)N1C(=O)C=C(c2ccc(CC(C#N)NS(=O)(=O)c3cccc(C(F)(F)F)c3)cc2)S1(=O)=O, ClCCl, CCO, Cl. Solvent: CN(C=O)C (N,N-dimethylformamide), O (Water). RXN SMILES: [C:1]([C:3]1[CH:4]=[CH:5][C:6]2[O:10][C:9]([C:11]([OH:13])=O)=[CH:8][C:7]=2[CH:14]=1)#[N:2].[NH2:15][C:16]1[CH:28]=[CH:27][C:19]([O:20][CH2:21][C:22]([O:24][CH2:25][CH3:26])=[O:23])=[CH:18][CH:17]=1.ON1C2C=CC=CC=2N=N1.CN(C)CCCN=C=NCC>CN(C)C=O.O>[C:1]([C:3]1[CH:4]=[CH:5][C:6]2[O:10][C:9]([C:11]([NH:15][C:16]3[CH:17]=[CH:18][C:19]([O:20][CH2:21][C:22]([O:24][CH2:25][CH3:26])=[O:23])=[CH:27][CH:28]=3)=[O:13])=[CH:8][C:7]=2[CH:14]=1)#[N:2]. Reaction conditions: time 13 hour. Isolated yield 92.3%. Starting materials: ON1N=NC2=C1C=CC=C2 (1-hydroxy-1H-benzotriazole), CN(CCCN=C=NCC)C (1-(3-dimethylaminopropyl)-3-ethylcarbodiimide), C(#N)C=1C=CC2=C(C=C(O2)C(=O)O)C1 (5-Cyano-2-benzofurancarboxylic acid), NC1=CC=C(OCC(=O)OCC)C=C1 (ethyl 4-aminophenoxyacetate). Yields the product C(#N)C=1C=CC2=C(C=C(O2)C(=O)NC2=CC=C(OCC(=O)OCC)C=C2)C1 (ethyl 4-[(5-cyano-2-benzofuranyl)carbonylamino]phenoxyacetate). Procedure details: 5-Cyano-2-benzofurancarboxylic acid (830 mg, 4.43 mmol) and ethyl 4-aminophenoxyacetate (910 mg, 4.66 mmol) were dissolved in N,N-dimethylformamide (40 ml), and 1-hydroxy-1H-benzotriazole (630 mg, 4.66 mmol) and 1-(3-dimethylaminopropyl)-3-ethylcarbodiimide (893 mg, 4.66 mmol) were added. The mixture was stirred at room temperature for 13 hours. Water (100 ml) was added to the reaction mixture. The resulting precipitate was collected by filtration and washed with water to give 1.49 g of ethyl 4-...